From a dataset of the Open Reaction Database (ORD), a public repository of structured organic reaction records. describe an organic reaction: reactants, conditions, products, and yield Starting materials: C(C)(C)(C)OC(=O)C1N(CCC1)C(CBr)=O (bromoacetyl-pyrrolidine-2-carboxylic acid tert-butyl ester), CC(C)(C)[O-].[K+] (potassium tert-butylate), OC1=C(C(=CC=C1)O)C (2,6-dihydroxytoluene). Run in CN(C=O)C (dimethylformamide), CN(C=O)C (dimethylformamide), CN(C=O)C (dimethylformamide). Conditions: time 2.5 minute. Product: C(C)(C)(C)OC(=O)[C@@H]1N(CCC1)C(COC1=C(C(=CC=C1)OCC(=O)N1[C@H](CCC1)C(=O)OC(C)(C)C)C)=O ((R)-1-[[3-[2-[(R)-2-tert-Butoxycarbonyl-pyrrolidin-1-yl]-2-oxo-ethoxy]-2-methyl-phenoxy]-acetyl]-pyrrolidine-2-carboxylic acid tert-butyl ester). Isolated yield 61.0%. RXN SMILES: [CH3:1][C:2]([O-:5])([CH3:4])[CH3:3].[K+].[OH:7][C:8]1[CH:13]=[CH:12][CH:11]=[C:10]([OH:14])[C:9]=1[CH3:15].[C:16]([O:20][C:21]([CH:23]1[CH2:27][CH2:26][CH2:25][N:24]1[C:28](=[O:31])[CH2:29]Br)=[O:22])([CH3:19])([CH3:18])[CH3:17]>CN(C)C=O>[C:2]([O:5][C:21]([C@H:23]1[CH2:27][CH2:26][CH2:25][N:24]1[C:28](=[O:31])[CH2:29][O:7][C:8]1[CH:13]=[CH:12][CH:11]=[C:10]([O:14][CH2:29][C:28]([N:24]2[CH2:25][CH2:26][CH2:27][C@@H:23]2[C:21]([O:20][C:16]([CH3:19])([CH3:18])[CH3:17])=[O:22])=[O:31])[C:9]=1[CH3:15])=[O:20])([CH3:4])([CH3:3])[CH3:1] |f:0.1|. Procedure: To a solution of 236 mg (2.1 mmol) potassium tert-butylate in 2 ml dimethylformamide at room temperature was added dropwise a solution of 124 mg (1.0 mmol) 2,6-dihydroxytoluene in 2 ml dimethylformamide. Stirring was continued for 2-3 min and a solution of 584 mg (2.0 mmol) (R)-(1) -bromoacetyl-pyrrolidine-2-carboxylic acid tert-butyl ester in 4 ml dimethylformamide was added within 1-2 min. The reaction mixture was stirred for additional 3 h at room temperature. The solvent was removed in vacuo... Reactants: CCCCCCCCBr, CCO, [K+], [OH-], O, N#Cc1ccc(O)cc1. Product: CCCCCCCCOc1ccc(C#N)cc1. Reaction SMILES: [CH2:10]([CH2:11][CH2:12][CH2:13][CH2:14][CH2:15][CH2:16][CH3:17])[Br:18].[CH3:21][CH2:22][OH:23].[K+:20].[OH-:19].[OH2:24].[OH:1][c:2]1[cH:3][cH:4][c:5]([C:6]#[N:7])[cH:8][cH:9]1>>[O:1]([c:2]1[cH:3][cH:4][c:5]([C:6]#[N:7])[cH:8][cH:9]1)[CH2:10][CH2:11][CH2:12][CH2:13][CH2:14][CH2:15][CH2:16][CH3:17]. Starting materials: [N+](=O)([O-])C=1C=C2C=CN(C2=CC1)CC(=O)OC (methyl (5-nitro-1H-indol-1-yl)acetate), [OH-].[K+] (KOH). Yields the product [N+](=O)([O-])C=1C=C2C=CN(C2=CC1)CC(=O)O ((5-Nitro-1H-indol-1-yl)acetic acid). Reaction SMILES: [N+:1]([C:4]1[CH:5]=[C:6]2[C:10](=[CH:11][CH:12]=1)[N:9]([CH2:13][C:14]([O:16]C)=[O:15])[CH:8]=[CH:7]2)([O-:3])=[O:2].[OH-].[K+]>>[N+:1]([C:4]1[CH:5]=[C:6]2[C:10](=[CH:11][CH:12]=1)[N:9]([CH2:13][C:14]([OH:16])=[O:15])[CH:8]=[CH:7]2)([O-:3])=[O:2] |f:1.2|. Procedure details: (5-Nitro-1H-indol-1-yl)acetic acid was prepared from methyl (5-nitro-1H-indol-1-yl)acetate by KOH hydrolysis: MS (ESI) m/z 219. Starting materials: O=C(O)Cc1ccc(Br)c2ccccc12, O=C([O-])O, COCCOC, [Na+], O, c1ccc(P(c2ccccc2)(c2ccccc2)[Pd](P(c2ccccc2)(c2ccccc2)c2ccccc2)(P(c2ccccc2)(c2ccccc2)c2ccccc2)P(c2ccccc2)(c2ccccc2)c2ccccc2)cc1, OB(O)c1ccncc1. Product: O=C(O)Cc1ccc(-c2ccncc2)c2ccccc12. Reaction SMILES: [Br:1][c:2]1[cH:3][cH:4][c:5]([CH2:12][C:13](=[O:14])[OH:15])[c:6]2[cH:7][cH:8][cH:9][cH:10][c:11]12.[C:25](=[O:26])([O-:27])[OH:28].[CH3:31][O:32][CH2:33][CH2:34][O:35][CH3:36].[Na+:29].[OH2:30].[cH:37]1[cH:38][cH:39][c:40]([P:41]([Pd:42]([P:43]([c:44]2[cH:45][cH:46][cH:47][cH:48][cH:49]2)([c:50]2[cH:51][cH:52][cH:53][cH:54][cH:55]2)[c:56]2[cH:57][cH:58][cH:59][cH:60][cH:61]2)([P:62]([c:63]2[cH:64][cH:65][cH:66][cH:67][cH:68]2)([c:69]2[cH:70][cH:71][cH:72][cH:73][cH:74]2)[c:75]2[cH:76][cH:77][cH:78][cH:79][cH:80]2)[P:81]([c:82]2[cH:83][cH:84][cH:85][cH:86][cH:87]2)([c:88]2[cH:89][cH:90][cH:91][cH:92][cH:93]2)[c:94]2[cH:95][cH:96][cH:97][cH:98][cH:99]2)([c:100]2[cH:101][cH:102][cH:103][cH:104][cH:105]2)[c:106]2[cH:107][cH:108][cH:109][cH:110][cH:111]2)[cH:112][cH:113]1.[n:16]1[cH:17][cH:18][c:19]([B:22]([OH:23])[OH:24])[cH:20][cH:21]1>>[c:2]1(-[c:19]2[cH:18][cH:17][n:16][cH:21][cH:20]2)[cH:3][cH:4][c:5]([CH2:12][C:13](=[O:14])[OH:15])[c:6]2[cH:7][cH:8][cH:9][cH:10][c:11]12.